From a dataset of the Open Reaction Database (ORD), a public repository of structured organic reaction records. describe an organic reaction: reactants, conditions, products, and yield Reactants: solution, C(C)(C)NC(C)C.[Li] (lithium diisopropylamine), N1(CCC1)C1=NC(=NC2=NC(=C(N=C12)Cl)Cl)Cl (4-azetidin-1-yl-2,6,7-trichloro-pteridine), O (water), OC1CCOCC1 (4-hydroxytetrahydropyran). Solvent: O1CCCC1 (tetrahydrofuran), O1CCCC1 (tetrahydrofuran), O1CCCC1 (tetrahydrofuran). Conditions: temperature -10 celsius, time 30 minute. The product is N1(CCC1)C1=NC(=NC2=NC(=C(N=C12)Cl)OC1CCOCC1)Cl (4-azetidin-1-yl-2,6-dichloro-7-(tetrahydropyran-4-yloxy)-pteridine). Yield: 42.8%. Reaction SMILES: [OH:1][CH:2]1[CH2:7][CH2:6][O:5][CH2:4][CH2:3]1.C(NC(C)C)(C)C.[Li].[N:16]1([C:20]2[C:29]3[C:24](=[N:25][C:26](Cl)=[C:27]([Cl:30])[N:28]=3)[N:23]=[C:22]([Cl:32])[N:21]=2)[CH2:19][CH2:18][CH2:17]1.O>O1CCCC1>[N:16]1([C:20]2[C:29]3[C:24](=[N:25][C:26]([O:1][CH:2]4[CH2:7][CH2:6][O:5][CH2:4][CH2:3]4)=[C:27]([Cl:30])[N:28]=3)[N:23]=[C:22]([Cl:32])[N:21]=2)[CH2:19][CH2:18][CH2:17]1 |f:1.2,^1:14|. Procedure details: a)+b) 56 μl (0.59 mmol) 4-hydroxytetrahydropyran are dissolved in 2 ml of tetrahydrofuran and under protective gas at −10° C. mixed with 293 μl (0.59 mmol) of a 2 molar solution of lithium diisopropylamine in tetrahydrofuran. The mixture is stirred for 30 minutes at −10° C., then for one hour at ambient temperature. The mixture is cooled to −10° C. again and combined with a suspension of 170 mg (0.59 mmol) 4-azetidin-1-yl-2,6,7-trichloro-pteridine in 5 ml of tetrahydrofuran. The mixture is stirr... Starting materials: CC1=C(C=CC=C1)C(=CC)C1=CC=CC=C1 (1-(2-methylphenyl)-1-phenyl-1-propene), BrN1C(CCC1=O)=O (N-bromosuccinimide). The reagents and catalysts are C(C1=CC=CC=C1)(=O)OOC(C1=CC=CC=C1)=O (benzoylperoxide). Run in C(Cl)(Cl)(Cl)Cl (carbon-tetrachloride). The product is BrCC=C(C1=CC=CC=C1)C1=C(C=CC=C1)C (3-bromo-1 (2-methylphenyl)-1-phenyl-1-propene). The yield is 75.3%. As a reaction SMILES: [CH3:1][C:2]1[CH:7]=[CH:6][CH:5]=[CH:4][C:3]=1[C:8]([C:11]1[CH:16]=[CH:15][CH:14]=[CH:13][CH:12]=1)=[CH:9][CH3:10].[Br:17]N1C(=O)CCC1=O>C(Cl)(Cl)(Cl)Cl.C(OOC(=O)C1C=CC=CC=1)(=O)C1C=CC=CC=1>[Br:17][CH2:10][CH:9]=[C:8]([C:3]1[CH:4]=[CH:5][CH:6]=[CH:7][C:2]=1[CH3:1])[C:11]1[CH:16]=[CH:15][CH:14]=[CH:13][CH:12]=1. Procedure details: TLC: rf=0.50 (SiO2; n-heptane/THF=7:3). 1-(2-Methylphenyl)-1-phenyl-1-propanol (10.4 g, 46 mmol) was dissolved into isopropanol (100 ml) and a 4 N sulphuric acid solution (50 ml) was added. The reaction mixture was heated at reflux temperature for 18 h and cooled to room temperature. Water (300 ml) was added and the mixture was extracted with dichloromethane (2×200 ml). The combined organic extracts was washed with a diluted sodium bicarbonate solution, dried (Na2SO4) and the solvent evaporated ... Reactants: CCC(=O)O, FC(F)(F)Oc1cccc(COC2CCNCC2C(c2ccccc2)c2ccccc2)c1, Cl. The product is CCC(=O)N1CCC(OCc2cccc(OC(F)(F)F)c2)C(C(c2ccccc2)c2ccccc2)C1. RXN SMILES: [CH3:34][CH2:35][C:36]([OH:37])=[O:38].[CH:2]([c:3]1[cH:4][cH:5][cH:6][cH:7][cH:8]1)([c:9]1[cH:10][cH:11][cH:12][cH:13][cH:14]1)[CH:15]1[CH2:16][NH:17][CH2:18][CH2:19][CH:20]1[O:21][CH2:22][c:23]1[cH:24][c:25]([O:29][C:30]([F:31])([F:32])[F:33])[cH:26][cH:27][cH:28]1.[ClH:1]>>[CH:2]([c:3]1[cH:4][cH:5][cH:6][cH:7][cH:8]1)([c:9]1[cH:10][cH:11][cH:12][cH:13][cH:14]1)[CH:15]1[CH2:16][N:17]([C:36]([CH2:35][CH3:34])=[O:37])[CH2:18][CH2:19][CH:20]1[O:21][CH2:22][c:23]1[cH:24][c:25]([O:29][C:30]([F:31])([F:32])[F:33])[cH:26][cH:27][cH:28]1. Starting materials: O=[N+]([O-])c1ccc(Br)cn1, CS(C)=O, CC(C)N1CCNCC1, O. The product is CC(C)N1CCN(c2ccc([N+](=O)[O-])nc2)CC1. RXN SMILES: [Br:1][c:2]1[cH:3][cH:4][c:5]([N+:8](=[O:9])[O-:10])[n:6][cH:7]1.[CH3:20][S:21]([CH3:22])=[O:23].[CH:11]([CH3:12])([CH3:13])[N:14]1[CH2:15][CH2:16][NH:17][CH2:18][CH2:19]1.[OH2:24]>>[c:2]1([N:17]2[CH2:16][CH2:15][N:14]([CH:11]([CH3:12])[CH3:13])[CH2:19][CH2:18]2)[cH:3][cH:4][c:5]([N+:8](=[O:9])[O-:10])[n:6][cH:7]1. Starting materials: C(O)([O-])=O.[Na+] (sodium hydrogen carbonate), ClCCN1C(COC2=C1C=CC(=C2)[N+](=O)[O-])=O (4-(2-chloroethyl)-7-nitro-2H-1,4-benzoxazine-3(4H)-one), C([O-])([O-])=O.[K+].[K+] (potassium carbonate), CN1CCNCC1 (1-methylpiperazine). Reported procedure: To a mixture of 4-(2-chloroethyl)-7-nitro-2H-1,4-benzoxazine-3(4H)-one (Preparation Example 430) (1.08 g), potassium carbonate (0.87 g) and acetonitrile (10.8 mL), 1-methylpiperazine (1.39 mL) was added and stirred at 80° C. for 48 hours. After the reaction liquid was cooled, saturated aqueous sodium hydrogen carbonate was added, and the reaction liquid was extracted with ethyl acetate and the extract was washed with saturated aqueous sodium chloride. After drying over anhydrous magnesium sulfat... Run in C(C)#N (acetonitrile). Reaction conditions: temperature 80 celsius, time 48 hour. As a reaction SMILES: Cl[CH2:2][CH2:3][N:4]1[C:9]2[CH:10]=[CH:11][C:12]([N+:14]([O-:16])=[O:15])=[CH:13][C:8]=2[O:7][CH2:6][C:5]1=[O:17].C(=O)([O-])[O-].[K+].[K+].[CH3:24][N:25]1[CH2:30][CH2:29][NH:28][CH2:27][CH2:26]1.C(=O)([O-])O.[Na+]>C(#N)C>[CH3:24][N:25]1[CH2:30][CH2:29][N:28]([CH2:2][CH2:3][N:4]2[C:9]3[CH:10]=[CH:11][C:12]([N+:14]([O-:16])=[O:15])=[CH:13][C:8]=3[O:7][CH2:6][C:5]2=[O:17])[CH2:27][CH2:26]1 |f:1.2.3,5.6|. The product is CN1CCN(CC1)CCN1C(COC2=C1C=CC(=C2)[N+](=O)[O-])=O (4-[2-(4-methylpiperazin-1-yl)ethyl]-7-nitro-2H-1,4-benzoxazine-3(4H)-one). Starting materials: CS(=O)(=O)O.CS(=O)(=O)O.C(C1=CC=CC=C1)OCC(CO)(CC(C)C)CO (2-benzyloxymethyl-2-hydroxymethyl-4-methyl-pentan-1-ol dimethanesulphonate), C(C1=CC=CC=C1)SCC1(COC(OC1)(C)C)C(C)(C)C (5-benzylthiomethyl-5-t-butyl-2,2-dimethyl-1,3-dioxane). Yields the product C(C1=CC=CC=C1)OCC(CC(C)C)(CSCC1=CC=CC=C1)CSCC1=CC=CC=C1 (1-Benzyloxy-2,2-di-benzylthiomethyl-4-methyl-pentane). As a reaction SMILES: [CH3:1][S:2](O)(=O)=O.CS(O)(=O)=O.[CH2:11]([O:18][CH2:19][C:20]([CH2:27]O)([CH2:23][CH:24]([CH3:26])[CH3:25])[CH2:21]O)[C:12]1[CH:17]=[CH:16][CH:15]=[CH:14][CH:13]=1.[CH2:29]([S:36]CC1(C(C)(C)C)COC(C)(C)OC1)[C:30]1[CH:35]=[CH:34][CH:33]=[CH:32][CH:31]=1>>[CH2:11]([O:18][CH2:19][C:20]([CH2:27][S:2][CH2:1][C:12]1[CH:17]=[CH:16][CH:15]=[CH:14][CH:13]=1)([CH2:21][S:36][CH2:29][C:30]1[CH:31]=[CH:32][CH:33]=[CH:34][CH:35]=1)[CH2:23][CH:24]([CH3:26])[CH3:25])[C:12]1[CH:17]=[CH:16][CH:15]=[CH:14][CH:13]=1 |f:0.1.2|. Reported procedure: 1-Benzyloxy-2,2-di-benzylthiomethyl-4-methyl-pentane was prepared from 2-benzyloxymethyl-2-hydroxymethyl-4-methyl-pentan-1-ol dimethanesulphonate in a manner analogous to that described for the synthesis of 5-benzylthiomethyl-5-t-butyl-2,2-dimethyl-1,3-dioxane.